This data is from the Open Reaction Database (ORD), a public repository of structured organic reaction records. The task is: describe an organic reaction: reactants, conditions, products, and yield The reactants are COc1cccc2[nH]ccc12, CC(Cl)Cl, O=C(Cl)C(=O)Cl, CN(C)C=O. Yields the product COc1cccc2[nH]cc(C=O)c12. RXN SMILES: [CH3:12][O:13][c:14]1[c:15]2[cH:16][cH:17][nH:18][c:19]2[cH:20][cH:21][cH:22]1.[Cl:23][CH:24]([Cl:25])[CH3:26].[Cl:6][C:7]([C:8]([Cl:9])=[O:10])=[O:11].[O:1]=[CH:2][N:3]([CH3:4])[CH3:5]>>[O:1]=[CH:2][c:16]1[c:15]2[c:14]([O:13][CH3:12])[cH:22][cH:21][cH:20][c:19]2[nH:18][cH:17]1. The reactants are N1CCOCC1 (Morpholine), COC(=O)C=1C=C(C2=C(S(CC3=C(O2)C(=CC(=C3)NC(CCl)=O)Cl)(=O)=O)C1)C (4-Chloro-2-(2-chloro-acetylamino)-6-methyl-10,10-dioxo-10,11-dihydro-5-oxa-10lambda*6*-thia-dibenzo[a,d]cycloheptene-8-carboxylic acid methyl ester). The solvent is CN(C)C=O (DMF). Run at temperature 120 celsius, time 4 hour. Product: COC(=O)C=1C=C(C2=C(S(CC3=C(O2)C(=CC(=C3)NC(CN3CCOCC3)=O)Cl)(=O)=O)C1)C (4-Chloro-6-methyl-2-(2-morpholin-4-yl-acetylamino)-10,10-dioxo-10,11-dihydro-5-oxa-10lambda*6*-thia-dibenzo[a,d]cycloheptene-8-carboxylic acid methyl ester). Reaction SMILES: [NH:1]1[CH2:6][CH2:5][O:4][CH2:3][CH2:2]1.[CH3:7][O:8][C:9]([C:11]1[CH:12]=[C:13]([CH3:34])[C:14]2[O:20][C:19]3[C:21]([Cl:30])=[CH:22][C:23]([NH:25][C:26](=[O:29])[CH2:27]Cl)=[CH:24][C:18]=3[CH2:17][S:16](=[O:32])(=[O:31])[C:15]=2[CH:33]=1)=[O:10]>CN(C=O)C>[CH3:7][O:8][C:9]([C:11]1[CH:12]=[C:13]([CH3:34])[C:14]2[O:20][C:19]3[C:21]([Cl:30])=[CH:22][C:23]([NH:25][C:26](=[O:29])[CH2:27][N:1]4[CH2:6][CH2:5][O:4][CH2:3][CH2:2]4)=[CH:24][C:18]=3[CH2:17][S:16](=[O:32])(=[O:31])[C:15]=2[CH:33]=1)=[O:10]. Procedure details: Morpholine (0.235 mL, 2.7 mmol) was added to a solution of Example 133 (0.6 g, 1.3 mmol) in DMF (8 mL). The reaction mixture was stirred at 120° C. for 4 h, concentrated, treated with water and the solid that precipitated was filtered, washed with water and purified using flash chromatography (silica gel, 1% methanol/chloroform) to obtain the title compound. Yield: 0.57 g, (85%); 1H NMR (DMSO-d6): δ 2.7 (s, 3H, CH3), 3.2 (s, 2H, CH2), 3.7 (t, 4H, 2CH2), 3.9 (s, 2H, CH2), 4.28 (s, 2H, CH2), 5.35 ... Starting materials: BrCC(=O)C1=C(C=C(C=C1C)OC1=CC(=CC=C1)OC)C (2-bromo-1-(4-(3-methoxyphenoxy)-2,6-dimethylphenyl)ethanone), NC(=S)N (thiourea). Solvent: CCO (EtOH). Yields the product COC=1C=C(OC2=CC(=C(C(=C2)C)C=2N=C(SC2)N)C)C=CC1 (4-(4-(3-methoxyphenoxy)-2,6-dimethylphenyl)thiazol-2-amine). Isolated yield 65.9%. Reaction SMILES: Br[CH2:2][C:3]([C:5]1[C:10]([CH3:11])=[CH:9][C:8]([O:12][C:13]2[CH:18]=[CH:17][CH:16]=[C:15]([O:19][CH3:20])[CH:14]=2)=[CH:7][C:6]=1[CH3:21])=O.[NH2:22][C:23]([NH2:25])=[S:24]>CCO>[CH3:20][O:19][C:15]1[CH:14]=[C:13]([CH:18]=[CH:17][CH:16]=1)[O:12][C:8]1[CH:9]=[C:10]([CH3:11])[C:5]([C:3]2[N:22]=[C:23]([NH2:25])[S:24][CH:2]=2)=[C:6]([CH3:21])[CH:7]=1. Procedure: A mixture of 2-bromo-1-(4-(3-methoxyphenoxy)-2,6-dimethylphenyl)ethanone (6.98 g, 20.0 mmol) and thiourea (1.52 g, 20.0 mmol) in 95% EtOH (28.5 mL) was heated at reflux for 5.0 h. The solution was concentrated and added with water (50 mL) and saturated aqueous Na2CO3 (1.0 mL), and extracted with ethyl acetate (100 ml). The organic layer was washed with brine, dried over anhydrous MgSO4(s), and concentrated under reduced pressure to give 4-(4-(3-methoxyphenoxy)-2,6-dimethylphenyl)thiazol-2-amine ...